Task: describe an organic reaction: reactants, conditions, products, and yield. Dataset: the Open Reaction Database (ORD), a public repository of structured organic reaction records The reactants are OCC#CCNC(C(C1=CC=CC=C1)(C1CCCCC1)Cl)=O (N-(4-hydroxy-2-butynyl)-2-chloro-2-cyclohexyl-2-phenylacetamide), Cl (hydrochloric acid), O1CCOCC1 (1,4-dioxane). Conditions: temperature 90 celsius. Product: OCC#CCNC(C(C1=CC=CC=C1)(O)C1CCCCC1)=O (N-(4-hydroxy-2-butynyl)-2-cyclohexyl-2-hydroxy-2-phenylacetamide). As a reaction SMILES: [OH:1][CH2:2][C:3]#[C:4][CH2:5][NH:6][C:7](=[O:22])[C:8](Cl)([CH:15]1[CH2:20][CH2:19][CH2:18][CH2:17][CH2:16]1)[C:9]1[CH:14]=[CH:13][CH:12]=[CH:11][CH:10]=1.Cl.[O:24]1CCOCC1>>[OH:1][CH2:2][C:3]#[C:4][CH2:5][NH:6][C:7](=[O:22])[C:8]([CH:15]1[CH2:20][CH2:19][CH2:18][CH2:17][CH2:16]1)([OH:24])[C:9]1[CH:14]=[CH:13][CH:12]=[CH:11][CH:10]=1. Procedure details: A solution of N-(4-hydroxy-2-butynyl)-2-chloro-2-cyclohexyl-2-phenylacetamide (7.88 g) in a mixture of 1N-hydrochloric acid (85 ml) and 1,4-dioxane (180 ml) was heated at 90° C. for 45 minutes and evaporated in vacuo. To the residue was added water and extracted with ethyl acetate. The extract was washed successively with saturated sodium bicarbonate aqueous solution, water, and sodium chloride aqueous solution, dried over magnesium sulfate, and evaporated in vacuo. The residue was purified by c... Starting materials: CN1C(=NC=C1[N+](=O)[O-])CCl (1-methyl-2-chloromethyl-5-nitro-imidazole), CS(=O)(=O)C1=CC=C(C=C1)O (4-methylsulfonylphenol), C([O-])([O-])=O.[K+].[K+] (potassium carbonate). The solvent is CC(=O)N(C)C (dimethylacetamide). The product is CN1C(=NC=C1[N+](=O)[O-])COC1=CC=C(C=C1)S(=O)(=O)C (1-methyl-2-(4-methylsulfonyl-phenoxymethyl)-5-nitro-imidazole). As a reaction SMILES: [CH3:1][N:2]1[C:6]([N+:7]([O-:9])=[O:8])=[CH:5][N:4]=[C:3]1[CH2:10]Cl.[CH3:12][S:13]([C:16]1[CH:21]=[CH:20][C:19]([OH:22])=[CH:18][CH:17]=1)(=[O:15])=[O:14].C(=O)([O-])[O-].[K+].[K+]>CC(N(C)C)=O>[CH3:1][N:2]1[C:6]([N+:7]([O-:9])=[O:8])=[CH:5][N:4]=[C:3]1[CH2:10][O:22][C:19]1[CH:18]=[CH:17][C:16]([S:13]([CH3:12])(=[O:15])=[O:14])=[CH:21][CH:20]=1 |f:2.3.4|. Procedure: 17.6 Grams (0.1 mole) of 1-methyl-2-chloromethyl-5-nitro-imidazole were heated for 2 hours at a temperature of from 50° to 60° C, while stirring thoroughly, as has been described in detail in Example 2 above, together with 17.2 g (0.1 mole) of 4-methylsulfonylphenol in 50 ml of dimethylacetamide, in the presence of 13.8 g (0.1 mole) of potassium carbonate. According to the processing method described in Example 1 above, 22.5 g (= 73% of the theory) of 1-methyl-2-(4-methylsulfonyl-phenoxymethyl)-... Starting materials: O=C(O)c1ccc(C(F)(F)F)cc1C1CCC1, NC1CCCC1N1CCCC1. RXN SMILES: [CH:12]1([c:16]2[c:17]([C:18](=[O:19])[OH:20])[cH:21][cH:22][c:23]([C:25]([F:26])([F:27])[F:28])[cH:24]2)[CH2:13][CH2:14][CH2:15]1.[N:1]1([CH:6]2[CH:7]([NH2:11])[CH2:8][CH2:9][CH2:10]2)[CH2:2][CH2:3][CH2:4][CH2:5]1>>[N:1]1([CH:6]2[CH:7]([NH:11][C:18]([c:17]3[c:16]([CH:12]4[CH2:13][CH2:14][CH2:15]4)[cH:24][c:23]([C:25]([F:26])([F:27])[F:28])[cH:22][cH:21]3)=[O:19])[CH2:8][CH2:9][CH2:10]2)[CH2:2][CH2:3][CH2:4][CH2:5]1. The product is O=C(NC1CCCC1N1CCCC1)c1ccc(C(F)(F)F)cc1C1CCC1.